This data is from the Open Reaction Database (ORD), a public repository of structured organic reaction records. The task is: describe an organic reaction: reactants, conditions, products, and yield Starting materials: stainless steel, C(C1=CC=CC=C1)=CC(C)=O (benzalacetone), C1=CC=C(C=C1)P(C2=CC=CC=C2)C3=C(C4=CC=CC=C4C=C3)C5=C(C=CC6=CC=CC=C65)P(C7=CC=CC=C7)C8=CC=CC=C8 ((+)-BINAP), F[B-](F)(F)F (BF4), O1CCCC1 (tetrahydrofuran). Run in CO (methanol). The product is C1(=CC=CC=C1)C=CC(C)O (4-phenyl-3-buten-2-ol). Yield: 34.1%. RXN SMILES: [CH:1](=[CH:8][C:9](=[O:11])[CH3:10])[C:2]1[CH:7]=[CH:6][CH:5]=[CH:4][CH:3]=1.C1C=CC(P(C2C=CC3C(=CC=CC=3)C=2C2C3C(=CC=CC=3)C=CC=2P(C2C=CC=CC=2)C2C=CC=CC=2)C2C=CC=CC=2)=CC=1.F[B-](F)(F)F.O1CCCC1>CO>[C:2]1([CH:1]=[CH:8][CH:9]([OH:11])[CH3:10])[CH:7]=[CH:6][CH:5]=[CH:4][CH:3]=1. Procedure details: In a 200 ml stainless steel autoclave were charged 5 g (34.2 mmole) of benzalacetone and 0.213 g (0.171 mmole) of ##STR24## ((+)-BINAP)}BF4 synthesized in Example 4, and 3 ml of tetrahydrofuran and 2 ml of methanol were added thereto, followed by allowing the mixture to react at 30° C. under a hydrogen pressure of 50 kg/cm2 for 45 hours. The solvent was removed by distillation under reduced pressure (10 mmHg), and the reaction product was analyzed by GLC (PEG HT, 25 m, produced by Gasukuro Kogyo... Starting materials: CC(C)(C)OC(=O)CBr, O=C([O-])[O-], CC(C)=O, CC(C)c1cccc2c1C(=O)N(COC(=O)c1c(Cl)ccc(O)c1Cl)S2(=O)=O, [K+], [K+]. The product is CC(C)c1cccc2c1C(=O)N(COC(=O)c1c(Cl)ccc(OCC(=O)OC(C)(C)C)c1Cl)S2(=O)=O. Reaction SMILES: [Br:29][CH2:30][C:31](=[O:32])[O:33][C:34]([CH3:35])([CH3:36])[CH3:37].[C:38](=[O:39])([O-:40])[O-:41].[CH3:44][C:45](=[O:46])[CH3:47].[Cl:1][c:2]1[c:3]([C:4](=[O:5])[O:6][CH2:7][N:8]2[S:9](=[O:10])(=[O:11])[c:12]3[cH:13][cH:14][cH:15][c:16]([CH:20]([CH3:21])[CH3:22])[c:17]3[C:18]2=[O:19])[c:23]([Cl:28])[cH:24][cH:25][c:26]1[OH:27].[K+:42].[K+:43]>>[Cl:1][c:2]1[c:3]([C:4](=[O:5])[O:6][CH2:7][N:8]2[S:9](=[O:10])(=[O:11])[c:12]3[cH:13][cH:14][cH:15][c:16]([CH:20]([CH3:21])[CH3:22])[c:17]3[C:18]2=[O:19])[c:23]([Cl:28])[cH:24][cH:25][c:26]1[O:27][CH2:30][C:31](=[O:32])[O:33][C:34]([CH3:35])([CH3:36])[CH3:37]. The reactants are C[Si](C)(C)[N-][Si](C)(C)C.[Li+] (lithium bis(trimethylsilyl)amide), CC1=NOC(=C1C(=O)O)C (3,5-dimethylisoxazole-4-carboxylic acid), C(C1=CC=CC=C1)(=O)OC (methyl benzoate). The solvent is C1(=CC=CC=C1)C (toluene), C1CCOC1 (THF). The product is CC1=NOC(=C1C(=O)O)CC(C1=CC=CC=C1)=O (3-methyl-5-(2-oxo-2-phenylethyl)isoxazole-4-carboxylic Acid). RXN SMILES: C[Si]([N-][Si](C)(C)C)(C)C.[Li+].[CH3:11][C:12]1[C:16]([C:17]([OH:19])=[O:18])=[C:15]([CH3:20])[O:14][N:13]=1.[C:21](OC)(=[O:28])[C:22]1[CH:27]=[CH:26][CH:25]=[CH:24][CH:23]=1>C1(C)C=CC=CC=1.C1COCC1>[CH3:11][C:12]1[C:16]([C:17]([OH:19])=[O:18])=[C:15]([CH2:20][C:21](=[O:28])[C:22]2[CH:27]=[CH:26][CH:25]=[CH:24][CH:23]=2)[O:14][N:13]=1 |f:0.1|. Procedure: A solution of lithium bis(trimethylsilyl)amide (10 g, 60 mmol, 3 eq) in toluene (60 mL) was added drop wise during 15 min to a solution of 3,5-dimethylisoxazole-4-carboxylic acid (2.82 g, 20 mmol) and methyl benzoate (2.5 mL, 1 eq) in THF (20 mL) at a temperature not exceeding 40 deg. After 1 h the reaction was quenched by the addition of a water solution of 0.1M HCl (0.3 L) leaving the water phase still basic and the phases was separated. The water phase was washed with toluene and then reduced... The reactants are C1CCOC1, CCOCC, COc1ccc2c(c1)C(=O)CC2, CS(C)=O, C[S+](C)C, [H-], [I-], [Na+], O. Yields the product COc1ccc2c(c1)C(C=O)CC2. As a reaction SMILES: [CH2:24]1[CH2:26][CH2:25][CH2:27][O:28]1.[CH2:30]([O:31][CH2:32][CH3:33])[CH3:34].[CH3:12][O:13][c:14]1[cH:15][cH:16][c:17]2[c:21]([cH:22]1)[C:20](=[O:23])[CH2:19][CH2:18]2.[CH3:1][S:2]([CH3:3])=[O:4].[CH3:8][S+:9]([CH3:10])[CH3:11].[H-:5].[I-:7].[Na+:6].[OH2:29]>>[CH3:12][O:13][c:14]1[cH:15][cH:16][c:17]2[c:21]([cH:22]1)[CH:20]([CH:27]=[O:28])[CH2:19][CH2:18]2.